This data is from the Open Reaction Database (ORD), a public repository of structured organic reaction records. The task is: describe an organic reaction: reactants, conditions, products, and yield The reactants are CC(=O)OI1(C2=CC=CC=C2C(=O)O1)(OC(=O)C)OC(=O)C (1,1,1-triacetoxy-1,1-dihydro-1,2-benziodoxol-3 (1H)-one), C(C)(C)(C)C=1OC(=CC1S(=O)(=O)N)CO (2-tert-butyl-5-hydroxymethyl-furan-3-sulfonamide), S(=S)(=O)([O-])[O-].[Na+].[Na+] (sodium thiosulfate). Solvent: C(Cl)Cl (methylene chloride). Reaction conditions: time 25 minute. The product is C(C)(C)(C)C=1OC(=CC1S(=O)(=O)N)C=O (2-tert-Butyl-5-formyl-furan-3-sulfonamide). Yield: 89.8%. As a reaction SMILES: CC(OI1(OC(C)=O)(OC(C)=O)OC(=O)C2C1=CC=CC=2)=O.[C:23]([C:27]1[O:28][C:29]([CH2:36][OH:37])=[CH:30][C:31]=1[S:32]([NH2:35])(=[O:34])=[O:33])([CH3:26])([CH3:25])[CH3:24].S([O-])([O-])(=O)=S.[Na+].[Na+]>C(Cl)Cl>[C:23]([C:27]1[O:28][C:29]([CH:36]=[O:37])=[CH:30][C:31]=1[S:32]([NH2:35])(=[O:34])=[O:33])([CH3:26])([CH3:24])[CH3:25] |f:2.3.4|. Procedure details: At room temperature, 1,1,1-triacetoxy-1,1-dihydro-1,2-benziodoxol-3 (1H)-one (0.60 g) was added to a solution of 2-tert-butyl-5-hydroxymethyl-furan-3-sulfonamide (0.30 g) in methylene chloride (10 ml), followed by stirring for 25 min. The reaction mixture was mixed with a 20% aqueous sodium thiosulfate solution, extracted with methylene chloride. The organic layer was washed with a saturated aqueous sodium bicarbonate solution, dried over magnesium sulfate and evaporated under reduced pressure t... Reactants: Cc1cccc(C)c1NC(=O)CN1CCN(CC(O)COc2ccc3oc(-c4cccc(C(F)(F)F)c4)nc3c2)CC1, c1ccc(-c2nc3cc(OCC4CO4)ccc3o2)cc1. Product: Cc1cccc(C)c1NC(=O)CN1CCN(CC(O)COc2ccc3oc(-c4ccccc4)nc3c2)CC1. As a reaction SMILES: [CH3:1][c:2]1[c:3]([NH:9][C:10]([CH2:11][N:12]2[CH2:13][CH2:14][N:15]([CH2:18][CH:19]([CH2:20][O:21][c:22]3[cH:23][cH:24][c:25]4[c:26]([n:27][c:28](-[c:30]5[cH:31][c:32]([C:36]([F:37])([F:38])[F:39])[cH:33][cH:34][cH:35]5)[o:29]4)[cH:40]3)[OH:41])[CH2:16][CH2:17]2)=[O:42])[c:4]([CH3:8])[cH:5][cH:6][cH:7]1.[O:43]1[CH2:44][CH:45]1[CH2:46][O:47][c:48]1[cH:49][cH:50][c:51]2[o:52][c:53](-[c:54]3[cH:55][cH:56][cH:57][cH:58][cH:59]3)[n:60][c:61]2[cH:62]1>>[CH3:1][c:2]1[c:3]([NH:9][C:10]([CH2:11][N:12]2[CH2:13][CH2:14][N:15]([CH2:18][CH:19]([CH2:20][O:21][c:22]3[cH:23][cH:24][c:25]4[c:26]([n:27][c:28](-[c:30]5[cH:31][cH:32][cH:33][cH:34][cH:35]5)[o:29]4)[cH:40]3)[OH:41])[CH2:16][CH2:17]2)=[O:42])[c:4]([CH3:8])[cH:5][cH:6][cH:7]1.